This data is from the Open Reaction Database (ORD), a public repository of structured organic reaction records. The task is: describe an organic reaction: reactants, conditions, products, and yield Reactants: [Al+3], O=C(O)C(C1CCC(F)(F)CC1)n1c(-c2ccc(Cl)cc2)nc2cc(F)c(F)cc21, [H-], [H-], [H-], [H-], [Li+], C1CCOC1. Product: OCC(C1CCC(F)(F)CC1)n1c(-c2ccc(Cl)cc2)nc2cc(F)c(F)cc21. RXN SMILES: [Al+3:32].[Cl:1][c:2]1[cH:3][cH:4][c:5](-[c:8]2[n:9][c:10]3[c:11]([n:12]2[CH:13]([C:14](=[O:15])[OH:16])[CH:17]2[CH2:18][CH2:19][C:20]([F:23])([F:24])[CH2:21][CH2:22]2)[cH:25][c:26]([F:30])[c:27]([F:29])[cH:28]3)[cH:6][cH:7]1.[H-:31].[H-:34].[H-:35].[H-:36].[Li+:33].[O:37]1[CH2:38][CH2:39][CH2:40][CH2:41]1>>[Cl:1][c:2]1[cH:3][cH:4][c:5](-[c:8]2[n:9][c:10]3[c:11]([n:12]2[CH:13]([CH2:14][OH:15])[CH:17]2[CH2:18][CH2:19][C:20]([F:23])([F:24])[CH2:21][CH2:22]2)[cH:25][c:26]([F:30])[c:27]([F:29])[cH:28]3)[cH:6][cH:7]1. Starting materials: [Cl-].[Al+3].[Cl-].[Cl-] (aluminium chloride), OC1=C(C(=O)Cl)C=C(C=C1)CC (2-hydroxy-5-ethylbenzoyl chloride), OC1=C(C(=O)O)C=C(C=C1)CC (2-Hydroxy-5-ethylbenzoic acid), S(=O)(Cl)Cl (thionyl chloride), S1C=CC=C1 (thiophene), Cl (hydrochloric acid). Run in C(=S)=S (carbon disulphide), light petroleum, N1=CC=CC=C1 (pyridine), C(=S)=S (carbon disulphide). Run at time 8 hour. Product: OC1=C(C=C(C=C1)CC)C(=O)C=1SC=CC1 ((2-Hydroxy-5-ethylphenyl)(2-thienyl)methanone). Yield: 2.9%. As a reaction SMILES: [OH:1][C:2]1[CH:10]=[CH:9][C:8]([CH2:11][CH3:12])=[CH:7][C:3]=1[C:4]([OH:6])=O.S(Cl)(Cl)=O.OC1C=CC(CC)=CC=1C(Cl)=O.[Cl-].[Al+3].[Cl-].[Cl-].[S:33]1[CH:37]=[CH:36][CH:35]=[CH:34]1.Cl>C(=S)=S.N1C=CC=CC=1>[OH:1][C:2]1[CH:10]=[CH:9][C:8]([CH2:11][CH3:12])=[CH:7][C:3]=1[C:4]([C:34]1[S:33][CH:37]=[CH:36][CH:35]=1)=[O:6] |f:3.4.5.6|. Procedure: 2-Hydroxy-5-ethylbenzoic acid (16.6g, 0.1 mol) and thionyl chloride (12.44g, 0.105 mol) were mixed together with light petroleum (bp 40°-60° C.) (75 ml) and pyridine (0.1 ml) and refluxed for 6 hours. The resulting 2-hydroxy-5-ethylbenzoyl chloride was stirred in carbon disulphide (120 ml), cooled in ice and treated with aluminium chloride for 1 to 2 minutes. The temperature of the mixture rose from 2° C. to 15° C. The temperature was allowed to return to about 2° C. and thiophene (8.4g, 7.91 ml... Reactants: C(C=C)OC=1C(=C(C(=C(C1[N+](=O)[O-])F)F)O)F (3-(prop-2-enyloxy)-4-nitro-2,5,6-trifluorophenol), C([O-])([O-])=O.[K+].[K+] (potassium carbonate), Example 6, FC1=C(C(=C(C(=C1[N+](=O)[O-])F)F)F)F (pentafluoronitrobenzene). Solvent: C1(CCCO1)=O (γ-butyrolactone). Run at time 24 hour. The product is [N+](=O)([O-])C1=C(C(=C(OC2=C(C(=C(C(=C2F)F)[N+](=O)[O-])OCC=C)F)C(=C1F)F)F)F (1-(4-nitro-2,3,5,6-tetrafluorophenoxy)-3-(prop-2-enyloxy)-4-nitro-2,5,6-trifluorobenzene). Reaction SMILES: [CH2:1]([O:4][C:5]1[C:6]([F:17])=[C:7]([OH:16])[C:8]([F:15])=[C:9]([F:14])[C:10]=1[N+:11]([O-:13])=[O:12])[CH:2]=[CH2:3].[F:18][C:19]1[C:24]([N+:25]([O-:27])=[O:26])=[C:23]([F:28])[C:22]([F:29])=[C:21](F)[C:20]=1[F:31].C(=O)([O-])[O-].[K+].[K+]>C1(=O)OCCC1>[N+:25]([C:24]1[C:23]([F:28])=[C:22]([F:29])[C:21]([O:16][C:7]2[C:8]([F:15])=[C:9]([F:14])[C:10]([N+:11]([O-:13])=[O:12])=[C:5]([O:4][CH2:1][CH:2]=[CH2:3])[C:6]=2[F:17])=[C:20]([F:31])[C:19]=1[F:18])([O-:27])=[O:26] |f:2.3.4|. Procedure details: 24.9 g of 3-(prop-2-enyloxy)-4-nitro-2,5,6-trifluorophenol prepared as described in Example 6 (0.1 mol) and 21.3 g of pentafluoronitrobenzene (0.1 mol) are dissolved in 300 ml of γ-butyrolactone in a three-neck flask fitted with stirrer. 30 g of potassium carbonate (0.22 mol) are then added in portions, and the mixture is stirred at room temperature for 24 hours. The reaction solution is then filtered via a fluted filter, and the crude product is extracted by shaking with 200 ml of ethyl acetate... Starting materials: CCOC(=O)CBr, O=C([O-])[O-], CCO, Cl, [K+], [K+], O=c1ccocc1O. Yields the product CCOC(=O)COc1coccc1=O. Reaction SMILES: [Br:9][CH2:10][C:11](=[O:12])[O:13][CH2:14][CH3:15].[C:16](=[O:17])([O-:18])[O-:19].[CH3:23][CH2:24][OH:25].[ClH:22].[K+:20].[K+:21].[OH:1][c:2]1[cH:3][o:4][cH:5][cH:6][c:7]1=[O:8]>>[O:1]([c:2]1[cH:3][o:4][cH:5][cH:6][c:7]1=[O:8])[CH2:10][C:11](=[O:12])[O:13][CH2:14][CH3:15]. Reactants: C1(=CC=C(C=C1)C(C1=CC=CC=C1)N1C=NC=C1)C1=CC=CC=C1 (1-[α-(4-biphenylyl)-benzyl]-imidazole), ClC1=C(C=CC=C1)C(C1=CC=CC=C1)(C1=CC=CC=C1)Cl (2-chlorophenyl-diphenylmethyl chloride). Run in C(C)#N (acetonitrile). Conditions: temperature 80 celsius. The product is [Cl-].C1(=CC=C(C=C1)C(C1=CC=CC=C1)[N+]1=CN(C=C1)C(C1=CC=CC=C1)(C1=CC=CC=C1)C1=C(C=CC=C1)Cl)C1=CC=CC=C1 (1-[α-(4-biphenylyl)-benzyl]-3-(2-chlorophenyl-diphenyl-methyl)-imidazolium chloride). The yield is 83.4%. RXN SMILES: [C:1]1([C:19]2[CH:24]=[CH:23][CH:22]=[CH:21][CH:20]=2)[CH:6]=[CH:5][C:4]([CH:7]([N:14]2[CH:18]=[CH:17][N:16]=[CH:15]2)[C:8]2[CH:13]=[CH:12][CH:11]=[CH:10][CH:9]=2)=[CH:3][CH:2]=1.[Cl:25][C:26]1[CH:31]=[CH:30][CH:29]=[CH:28][C:27]=1[C:32](Cl)([C:39]1[CH:44]=[CH:43][CH:42]=[CH:41][CH:40]=1)[C:33]1[CH:38]=[CH:37][CH:36]=[CH:35][CH:34]=1>C(#N)C>[Cl-:25].[C:1]1([C:19]2[CH:20]=[CH:21][CH:22]=[CH:23][CH:24]=2)[CH:2]=[CH:3][C:4]([CH:7]([N+:14]2[CH:18]=[CH:17][N:16]([C:32]([C:27]3[CH:28]=[CH:29][CH:30]=[CH:31][C:26]=3[Cl:25])([C:33]3[CH:38]=[CH:37][CH:36]=[CH:35][CH:34]=3)[C:39]3[CH:40]=[CH:41][CH:42]=[CH:43][CH:44]=3)[CH:15]=2)[C:8]2[CH:9]=[CH:10][CH:11]=[CH:12][CH:13]=2)=[CH:5][CH:6]=1 |f:3.4|. Procedure details: 15.1 g (0.05 mol) of 1-[α-(4-biphenylyl)-benzyl]-imidazole and 15.2 g (0.05 mol) of 2-chlorophenyl-diphenylmethyl chloride are suspended in 400 ml of acetonitrile and the suspension is heated to 80° C. for 24 hours. It is then filtered and the filtrate is concentrated by distilling off the solvent. The residue crystallises after trituration with ether. 13 g (42% of theory) of 1-[α-(4-biphenylyl)-benzyl]-3-(2-chlorophenyl-diphenyl-methyl)-imidazolium chloride of melting point 140° C. (with decomp... Reactants: COC([C@@]1(OC2=C([C@@H]([C@H]1O)N(CC=1NC=CN1)C1=CC=C(C=C1)Cl)C=C(C=C2)[N+](=O)[O-])C)OC ((2R,3R,4S)-3,4-dihydro-2-dimethoxymethyl-3-hydroxy-2-methyl-6-nitro-4-[N-(4-chlorophenyl)-N-(1H-imidazol-2-ylmethyl)amino]-2H-1-benzopyran). Solvent: CO (methanol). Reported procedure: To the solution of the nitro compound (521 mg, 1.07 mmol) prepared from example 3 in methanol (3 mL) was added 10% Pd/C. The mixture was hydrogenated at room temperature under 3 atmosphere pressure of H2 for 12 hours, and filtered through a pad of Celite. The filtrate was concentrated, and the residue was purified by silica gel column chromatography (5% methanol in dichloromethane) to afford the title compound (368 mg, 75%). Yields the product NC=1C=CC2=C([C@@H]([C@H]([C@](O2)(C)C(OC)OC)O)N(CC=2NC=CN2)C2=CC=C(C=C2)Cl)C1 ((2R,3R,4S)-6-amino-3,4-dihydro-2-dimethoxymethyl-3-hydroxy-2-methyl-4-[N-(4-chlorophenyl)-N-(1H-imidazol-2-ylmethyl)amino]-2H-1-benzopyran). Reaction conditions: time 12 hour. Reagents/catalysts: [Pd] (Pd/C). RXN SMILES: [CH3:1][O:2][CH:3]([O:33][CH3:34])[C@@:4]1([CH3:32])[C@H:9]([OH:10])[C@@H:8]([N:11]([C:18]2[CH:23]=[CH:22][C:21]([Cl:24])=[CH:20][CH:19]=2)[CH2:12][C:13]2[NH:14][CH:15]=[CH:16][N:17]=2)[C:7]2[CH:25]=[C:26]([N+:29]([O-])=O)[CH:27]=[CH:28][C:6]=2[O:5]1>CO.[Pd]>[NH2:29][C:26]1[CH:27]=[CH:28][C:6]2[O:5][C@:4]([CH:3]([O:33][CH3:34])[O:2][CH3:1])([CH3:32])[C@H:9]([OH:10])[C@@H:8]([N:11]([C:18]3[CH:19]=[CH:20][C:21]([Cl:24])=[CH:22][CH:23]=3)[CH2:12][C:13]3[NH:14][CH:15]=[CH:16][N:17]=3)[C:7]=2[CH:25]=1. The yield is 74.9%.